Dataset: the Open Reaction Database (ORD), a public repository of structured organic reaction records. Task: describe an organic reaction: reactants, conditions, products, and yield Starting materials: C(C=C)OC=1C=CC=C2C[C@@H](N(CC12)C(C1=CC=CC=C1)C1=CC=CC=C1)[C@H]([C@H](CC1=CC(=CC(=C1)F)F)N)O ((1S,2S)-1-((R)-8-(allyloxy)-2-Benzhydryl-1,2,3,4-tetrahydroisoquinolin-3-yl)-2-amino-3-(3,5-difluorophenyl)propan-1-ol), C([O-])([O-])=O.[K+].[K+] (potassium carbonate), C(C=C)Br (allyl bromide), C(C)(=O)OCC (Ethyl acetate). The solvent is CN(C)C=O (DMF). Run at time 8 hour. Yields the product FC=1C=C(C[C@@H]2NC(O[C@@H]2[C@@H]2N(CC3=C(C=CC=C3C2)OCC=C)C(C2=CC=CC=C2)C2=CC=CC=C2)=O)C=C(C1)F ((4S,5S)-4-(3,5-difluorobenzyl)-5-((R)-8-(allyloxy)-2-benzhydryl-1,2,3,4-tetrahydroisoquinolin-3-yl)oxazolidin-2-one). RXN SMILES: [CH2:1]([O:4][C:5]1[CH:6]=[CH:7][CH:8]=[C:9]2[C:14]=1[CH2:13][N:12]([CH:15]([C:22]1[CH:27]=[CH:26][CH:25]=[CH:24][CH:23]=1)[C:16]1[CH:21]=[CH:20][CH:19]=[CH:18][CH:17]=1)[C@@H:11]([C@@H:28]([OH:40])[C@@H:29]([NH2:39])[CH2:30][C:31]1[CH:36]=[C:35]([F:37])[CH:34]=[C:33]([F:38])[CH:32]=1)[CH2:10]2)[CH:2]=[CH2:3].[C:41](=O)([O-])[O-:42].[K+].[K+].C(Br)C=C.C(OCC)(=O)C>CN(C=O)C>[F:38][C:33]1[CH:32]=[C:31]([CH:36]=[C:35]([F:37])[CH:34]=1)[CH2:30][C@H:29]1[C@@H:28]([C@H:11]2[CH2:10][C:9]3[C:14](=[C:5]([O:4][CH2:1][CH:2]=[CH2:3])[CH:6]=[CH:7][CH:8]=3)[CH2:13][N:12]2[CH:15]([C:16]2[CH:17]=[CH:18][CH:19]=[CH:20][CH:21]=2)[C:22]2[CH:27]=[CH:26][CH:25]=[CH:24][CH:23]=2)[O:40][C:41](=[O:42])[NH:39]1 |f:1.2.3|. Procedure details: To a solution of (4S,5S)-4-(3,5-difluorobenzyl)-5-((R)-2-benzhydryl-8-hydroxy-1,2,3,4-tetrahydroisoquinolin-3-yl)oxazolidin-2-one (Step F (14), 40 mg, 0.076 mmol) in DMF (2 mL) were added potassium carbonate (52 mg, 0.38 mmol) and allyl bromide (73 mg, 0.61 mmol). The mixture was stirred at rt overnight. Ethyl acetate (100 mL) was added and the mixture was washed with H2O (70 mL) twice, and dried over Na2SO4, and concentrated under vacuum to give the title compound: 1H NMR (CDCl3, 500 MHz) δ 2.5... Reactants: COC=1C=C(C=CC1)S(=O)(=O)N1C(N(C(C1)C(=O)O)C1=CC=CC=C1)=O ((RS)-1-(3-methoxy-benzenesulfonyl)-2-oxo-3-phenyl-imidazolidine-4-carboxylic acid), COC1=C(C=CC=C1)C1CCNCC1 (4-(2-methoxyphenyl)piperidine). Yields the product COC=1C=C(C=CC1)S(=O)(=O)N1C(N(C(C1)C(=O)N1CCC(CC1)C1=C(C=CC=C1)OC)C1=CC=CC=C1)=O ((RS)-1-(3-Methoxy-benzenesulfonyl)-4-[4-(2-methoxy-phenyl)-piperidine-1-carbonyl]-3-phenyl-imidazolidin-2-one). As a reaction SMILES: [CH3:1][O:2][C:3]1[CH:4]=[C:5]([S:9]([N:12]2[CH2:16][CH:15]([C:17](O)=[O:18])[N:14]([C:20]3[CH:25]=[CH:24][CH:23]=[CH:22][CH:21]=3)[C:13]2=[O:26])(=[O:11])=[O:10])[CH:6]=[CH:7][CH:8]=1.[CH3:27][O:28][C:29]1[CH:34]=[CH:33][CH:32]=[CH:31][C:30]=1[CH:35]1[CH2:40][CH2:39][NH:38][CH2:37][CH2:36]1>>[CH3:1][O:2][C:3]1[CH:4]=[C:5]([S:9]([N:12]2[CH2:16][CH:15]([C:17]([N:38]3[CH2:39][CH2:40][CH:35]([C:30]4[CH:31]=[CH:32][CH:33]=[CH:34][C:29]=4[O:28][CH3:27])[CH2:36][CH2:37]3)=[O:18])[N:14]([C:20]3[CH:25]=[CH:24][CH:23]=[CH:22][CH:21]=3)[C:13]2=[O:26])(=[O:10])=[O:11])[CH:6]=[CH:7][CH:8]=1. Procedure: In analogy to example 1, (RS)-1-(3-methoxy-benzenesulfonyl)-2-oxo-3-phenyl-imidazolidine-4-carboxylic acid (step 4 of example 1) was reacted with 4-(2-methoxyphenyl)piperidine to give the title compound as a colorless solid. MS: 550.0 ([M+H]t) The reactants are CC(=O)Cl, CN(C)c1ccccn1, ClCCl, CC(=O)N(Cc1cc(C(F)(F)F)cc(C(F)(F)F)c1)C1CCCNc2cc(Cl)ccc21, c1ccncc1. Product: CC(=O)N1CCCC(N(Cc2cc(C(F)(F)F)cc(C(F)(F)F)c2)C(C)=O)c2ccc(Cl)cc21. Reaction SMILES: [CH3:1][C:2]([Cl:3])=[O:4].[CH3:5][N:6]([c:7]1[cH:8][cH:9][cH:10][cH:11][n:12]1)[CH3:13].[Cl:51][CH2:52][Cl:53].[F:20][C:21]([c:22]1[cH:23][c:24]([CH2:25][N:26]([C:27]([CH3:28])=[O:29])[CH:30]2[c:31]3[c:32]([cH:37][c:38]([Cl:41])[cH:39][cH:40]3)[NH:33][CH2:34][CH2:35][CH2:36]2)[cH:42][c:43]([C:45]([F:46])([F:47])[F:48])[cH:44]1)([F:49])[F:50].[cH:14]1[cH:15][cH:16][n:17][cH:18][cH:19]1>>[CH3:1][C:2](=[O:4])[N:33]1[c:32]2[c:31]([cH:40][cH:39][c:38]([Cl:41])[cH:37]2)[CH:30]([N:26]([CH2:25][c:24]2[cH:23][c:22]([C:21]([F:20])([F:49])[F:50])[cH:44][c:43]([C:45]([F:46])([F:47])[F:48])[cH:42]2)[C:27]([CH3:28])=[O:29])[CH2:36][CH2:35][CH2:34]1. Reported procedure: (3-Nitro-phenyl)-hydrazine hydrochloride salt (B-4-a) (30.2 g, 0.16 mol) and 2-oxo-propionic acid ethyl ester (22.3 g, 0.19 mol) was dissolved in ethanol (300 mL). The mixture was stirred at room temperature for 4 h. The solvent was evaporated under reduced pressure to give 2-[(3-nitro-phenyl)-hydrazono]-propionic acid ethyl ester, which was used directly in the next step. The reactants are Cl.[N+](=O)([O-])C=1C=C(C=CC1)NN ((3-Nitro-phenyl)-hydrazine hydrochloride salt), C(C)OC(C(C)=O)=O (2-oxo-propionic acid ethyl ester). The product is C(C)OC(C(C)=NNC1=CC(=CC=C1)[N+](=O)[O-])=O (2-[(3-nitro-phenyl)-hydrazono]-propionic acid ethyl ester). As a reaction SMILES: Cl.[N+:2]([C:5]1[CH:6]=[C:7]([NH:11][NH2:12])[CH:8]=[CH:9][CH:10]=1)([O-:4])=[O:3].[CH2:13]([O:15][C:16](=[O:20])[C:17](=O)[CH3:18])[CH3:14]>C(O)C>[CH2:13]([O:15][C:16](=[O:20])[C:17](=[N:12][NH:11][C:7]1[CH:8]=[CH:9][CH:10]=[C:5]([N+:2]([O-:4])=[O:3])[CH:6]=1)[CH3:18])[CH3:14] |f:0.1|. Run in C(C)O (ethanol). Conditions: time 4 hour.